This data is from the Open Reaction Database (ORD), a public repository of structured organic reaction records. The task is: describe an organic reaction: reactants, conditions, products, and yield Reactants: Clc1nc2ccccc2[nH]1, Nc1ccccc1-c1ccccc1. The product is c1ccc(-c2ccccc2Nc2nc3ccccc3[nH]2)cc1. RXN SMILES: [Cl:1][c:2]1[nH:3][c:4]2[c:5]([n:6]1)[cH:7][cH:8][cH:9][cH:10]2.[NH2:11][c:12]1[c:13](-[c:18]2[cH:19][cH:20][cH:21][cH:22][cH:23]2)[cH:14][cH:15][cH:16][cH:17]1>>[c:2]1([NH:11][c:12]2[c:13](-[c:18]3[cH:19][cH:20][cH:21][cH:22][cH:23]3)[cH:14][cH:15][cH:16][cH:17]2)[nH:3][c:4]2[c:5]([n:6]1)[cH:7][cH:8][cH:9][cH:10]2. Reactants: CC#N, Cn1nnnc1-c1cn(C)c2cc(F)ccc2c1=O, N#C[Na]. Product: Cn1nnnc1-c1cn(C)c2cc(C#N)ccc2c1=O. RXN SMILES: [CH3:23][C:24]#[N:25].[F:1][c:2]1[cH:3][cH:4][c:5]2[c:6](=[O:19])[c:7](-[c:13]3[n:14][n:15][n:16][n:17]3[CH3:18])[cH:8][n:9]([CH3:12])[c:10]2[cH:11]1.[Na:20][C:21]#[N:22]>>[c:2]1([C:21]#[N:22])[cH:3][cH:4][c:5]2[c:6](=[O:19])[c:7](-[c:13]3[n:14][n:15][n:16][n:17]3[CH3:18])[cH:8][n:9]([CH3:12])[c:10]2[cH:11]1. The reactants are BrCC1=C(\C(=C/C(=O)OC)\OC)C=CC=C1 (methyl (E)-2-bromomethyl-β-methoxycinnamate), C1(=CC=CC=C1)P(C1=CC=CC=C1)C1=CC=CC=C1 (triphenylphosphine). The solvent is O1CCCC1 (tetrahydrofuran). The product is [Br-].CO\C(=C\C(=O)OC)\C1=C(C[P+](C2=CC=CC=C2)(C2=CC=CC=C2)C2=CC=CC=C2)C=CC=C1 ((E)-2-(1-methoxy-2-methoxycarbonylethenyl)benzyltriphenylphosphonium bromide). Yield: 82.7%. As a reaction SMILES: [Br:1][CH2:2][C:3]1[CH:16]=[CH:15][CH:14]=[CH:13][C:4]=1/[C:5](/[O:11][CH3:12])=[CH:6]\[C:7]([O:9][CH3:10])=[O:8].[C:17]1([P:23]([C:30]2[CH:35]=[CH:34][CH:33]=[CH:32][CH:31]=2)[C:24]2[CH:29]=[CH:28][CH:27]=[CH:26][CH:25]=2)[CH:22]=[CH:21][CH:20]=[CH:19][CH:18]=1>O1CCCC1>[Br-:1].[CH3:12][O:11]/[C:5](/[C:4]1[CH:13]=[CH:14][CH:15]=[CH:16][C:3]=1[CH2:2][P+:23]([C:24]1[CH:25]=[CH:26][CH:27]=[CH:28][CH:29]=1)([C:30]1[CH:35]=[CH:34][CH:33]=[CH:32][CH:31]=1)[C:17]1[CH:18]=[CH:19][CH:20]=[CH:21][CH:22]=1)=[CH:6]/[C:7]([O:9][CH3:10])=[O:8] |f:3.4|. Reported procedure: 115 g (0.4 mol) of methyl (E)-2-bromomethyl-β-methoxycinnamate and 105 g (0.4 mol) of triphenylphosphine in 700 ml of tetrahydrofuran are refluxed for 24 h. Filtration with suction and washing with tetrahydrofuran result in 181 g (82% yield) of (E)-2-(1-methoxy-2-methoxycarbonylethenyl)benzyltriphenylphosphonium bromide in the form of colorless crystals with melting point 189°-192° C. Starting materials: C(C)(=O)N1C(C(CC1)C)C1=CC(=C(C=C1F)NC(=O)C1=NC=CC=C1)[N+](=O)[O-] (N-(4-(1-acetyl-3-methylpyrrolidin-2-yl)-5-fluoro-2-nitrophenyl)pyridine-2-carboxamide), CS(=O)(=O)C1=CC=C(C=C1)O (4-(methanesulfonyl)phenol). Yields the product C(C)(=O)N1C(C(CC1)C)C1=CC2=C(NC(=N2)C2=NC=CC=C2)C=C1OC1=CC=C(C=C1)S(=O)(=O)C (5-(1-acetyl-3-methylpyrrolidin-2-yl)-6-(4-(methanesulfonyl)phenoxy)-2-pyridin-2-yl-1H-benzimidazole). RXN SMILES: [C:1]([N:4]1[CH2:8][CH2:7][CH:6]([CH3:9])[CH:5]1[C:10]1[C:15](F)=[CH:14][C:13]([NH:17][C:18]([C:20]2[CH:25]=[CH:24][CH:23]=[CH:22][N:21]=2)=O)=[C:12]([N+:26]([O-])=O)[CH:11]=1)(=[O:3])[CH3:2].[CH3:29][S:30]([C:33]1[CH:38]=[CH:37][C:36]([OH:39])=[CH:35][CH:34]=1)(=[O:32])=[O:31]>>[C:1]([N:4]1[CH2:8][CH2:7][CH:6]([CH3:9])[CH:5]1[C:10]1[C:15]([O:39][C:36]2[CH:35]=[CH:34][C:33]([S:30]([CH3:29])(=[O:32])=[O:31])=[CH:38][CH:37]=2)=[CH:14][C:13]2[NH:17][C:18]([C:20]3[CH:25]=[CH:24][CH:23]=[CH:22][N:21]=3)=[N:26][C:12]=2[CH:11]=1)(=[O:3])[CH3:2]. Procedure details: The entitled compound was obtained as a white solid in the same method as in Example 338 (step 5) or in accordance with the method or by combining it with an ordinary method but using N-(4-(1-acetyl-3-methylpyrrolidin-2-yl)-5-fluoro-2-nitrophenyl)pyridine-2-carboxamide and 4-(methanesulfonyl)phenol. Reactants: CC(=O)OC(C)(C)CCc1nnc2ccc(-c3c(-c4ccc(F)cc4)nc4occn34)cn12, C1COCCO1, Cl, [Na+], [OH-]. Product: CC(C)(O)CCc1nnc2ccc(-c3c(-c4ccc(F)cc4)nc4occn34)cn12. Reaction SMILES: [C:1](=[O:2])([CH3:3])[O:4][C:5]([CH3:6])([CH2:7][CH2:8][c:9]1[n:10][n:11][c:12]2[n:13]1[cH:14][c:15](-[c:18]1[c:19](-[c:26]3[cH:27][cH:28][c:29]([F:32])[cH:30][cH:31]3)[n:20][c:21]3[o:22][cH:23][cH:24][n:25]13)[cH:16][cH:17]2)[CH3:33].[CH2:37]1[O:38][CH2:39][CH2:40][O:41][CH2:42]1.[ClH:34].[Na+:36].[OH-:35]>>[OH:4][C:5]([CH3:6])([CH2:7][CH2:8][c:9]1[n:10][n:11][c:12]2[n:13]1[cH:14][c:15](-[c:18]1[c:19](-[c:26]3[cH:27][cH:28][c:29]([F:32])[cH:30][cH:31]3)[n:20][c:21]3[o:22][cH:23][cH:24][n:25]13)[cH:16][cH:17]2)[CH3:33]. Reactants: NC1=NC(=NC2=CC(=C(C=C12)OC)OC)N1C[C@H](NCC1)C(=O)NC(C)(C)C ((S)-1-(4-Amino-6,7-dimethoxy-2-quinazolinyl)-3-(1,1-dimethylethylamino)carbonyl piperazine), O1C(=CC=C1)C(=O)Cl (2-furoyl chloride). Solvent: C1CCOC1 (THF). Product: NC1=NC(=NC2=CC(=C(C=C12)OC)OC)N1C(C(NCC1)C(=O)NC(C)(C)C)C(=O)C1OCCC1 (1-(4-amino-6,7-dimethoxy-2-quinazolinyl)-3-(1,1-dimethyl-ethylamino)carbonyl -[(tetrahydro -2-furanyl)carbonyl]-piperazine). Reaction SMILES: [NH2:1][C:2]1[C:11]2[C:6](=[CH:7][C:8]([O:14][CH3:15])=[C:9]([O:12][CH3:13])[CH:10]=2)[N:5]=[C:4]([N:16]2[CH2:21][CH2:20][NH:19][C@H:18]([C:22]([NH:24][C:25]([CH3:28])([CH3:27])[CH3:26])=[O:23])[CH2:17]2)[N:3]=1.[O:29]1[CH:33]=[CH:32][CH:31]=[C:30]1[C:34](Cl)=[O:35]>C1COCC1>[NH2:1][C:2]1[C:11]2[C:6](=[CH:7][C:8]([O:14][CH3:15])=[C:9]([O:12][CH3:13])[CH:10]=2)[N:5]=[C:4]([N:16]2[CH2:21][CH2:20][NH:19][CH:18]([C:22]([NH:24][C:25]([CH3:28])([CH3:27])[CH3:26])=[O:23])[CH:17]2[C:34]([CH:30]2[CH2:31][CH2:32][CH2:33][O:29]2)=[O:35])[N:3]=1. Procedure details: A solution of (S)-1-(4-Amino-6,7-dimethoxy-2-quinazolinyl)-3-(1,1-dimethylethylamino)carbonyl piperazine (133.2 mg, 0.3429 mmol) was treated with 2-furoyl chloride in dry 1.0 mL THF (14 h). The reaction mixture was concentrated in vacuo and submitted to PCTLC (SiO2, 2 mm, 0-10% CH3OH/CH2 Cl2) providing the desired amide. Starting materials: BrCCCBr (1,3-Dibromopropane), C(=O)([O-])[O-].[K+].[K+] (K2CO3), Cl.FC=1C=C(C#N)C=CC1OCCCN1CC2CNCC(C1)O2 (3-Fluoro-4-[3-(9-oxa-3,7-diazabicyclo[3.3.1]non-3-yl)propoxy]benzonitrile hydrochloric acid salt), CN(C)C=O (DMF). Reaction conditions: temperature 60 celsius, time 15 hour. The product is BrCCCOC1=C(C=C(C#N)C=C1)C#N (4-(3-Bromopropoxy)isophthalonitrile). Yield: 63.0%. As a reaction SMILES: Cl.F[C:3]1[CH:4]=[C:5]([CH:8]=[CH:9][C:10]=1[O:11][CH2:12][CH2:13][CH2:14]N1CC2OC(CNC2)C1)[C:6]#[N:7].[Br:24]CCCBr.C([O-])([O-])=O.[K+].[K+].C[N:36]([CH:38]=O)C>>[Br:24][CH2:14][CH2:13][CH2:12][O:11][C:10]1[CH:9]=[CH:8][C:5]([C:6]#[N:7])=[CH:4][C:3]=1[C:38]#[N:36] |f:0.1,3.4.5|. Procedure: 4-Hydroxyisophthalonitrile (4.4 g, 0.03 mol; see step (iii) above) was dissolved in dry DMF (100 mL). 1,3-Dibromopropane (36 g, 0.12 mol) and K2CO3 (8.2 g, 0.06 mol) were added. Then the reaction mixture was then stirred at 60° C. for 15 h before being cooled to RT and filtered through a Celite® bed. The filtrate was diluted with water and extracted with ethyl acetate. The organic layer was washed with water and brine, dried over anhydrous Na2SO4 and concentrated under reduced pressure. The resi... Solvent: CO (methanol). Starting materials: CC1=C(C#N)C=CC(=C1O)OC1=CC(=C(C=C1)B1OC(C(O1)(C)C)(C)C)C=O (methyl 4-(3-formyl-4-(4,4,5,5-tetramethyl-1,3,2-dioxaborolan-2-yl)phenoxy)-3-hydroxybenzonitrile), [BH4-].[Na+] (sodium borohydride). Yields the product C(#N)C1=CC(=C(OC=2C=CC3=C(COB3O)C2)C=C1)O (5-(4-cyano-2-hydroxyphenoxy)-1,3-dihydro-1-hydroxy-2,1-benzoxaborole). Reaction SMILES: C[C:2]1[C:9]([OH:10])=[C:8]([O:11][C:12]2[CH:17]=[CH:16][C:15]([B:18]3[O:22][C:21](C)(C)C(C)(C)[O:19]3)=[C:14](C=O)[CH:13]=2)[CH:7]=[CH:6][C:3]=1[C:4]#[N:5].[BH4-].[Na+]>CO>[C:4]([C:3]1[CH:6]=[CH:7][C:8]([O:11][C:12]2[CH:13]=[CH:14][C:15]3[B:18]([OH:19])[O:22][CH2:21][C:16]=3[CH:17]=2)=[C:9]([OH:10])[CH:2]=1)#[N:5] |f:1.2|. Reaction conditions: time 1 hour. Yield: 61.7%. Procedure: To a solution of methyl 4-(3-formyl-4-(4,4,5,5-tetramethyl-1,3,2-dioxaborolan-2-yl)phenoxy)-3-hydroxybenzonitrile (25.1 g) in methanol (300 mL) was added sodium borohydride (2.45 g, 64.5 mmol) portionwise at 0° C. The mixture was stirred at room temperature for 1 h. The solvent was removed under reduced pressure to about a third of volume. The mixture was acidified with 6 M HCl, and extracted with ethyl acetate. The organic layer was washed with brine and dried on anhydrous sodium sulfate. The s...